This data is from the Open Reaction Database (ORD), a public repository of structured organic reaction records. The task is: describe an organic reaction: reactants, conditions, products, and yield Reactants: C(C1=CC=CC=C1)C1CCNCC1 (4-benzylpiperidine), BrC(C(=O)C1=CC(=C(C=C1)O)C)C (2-bromo-4'-hydroxy-3'-methylpropiophenone), C([O-])([O-])=O.[Na+].[Na+] (sodium carbonate). The solvent is C(C)O (ethanol), C(C)O (ethanol). Yields the product C(C1=CC=CC=C1)C1CCN(CC1)C(C(=O)C1=CC(=C(C=C1)O)C)C (2-(4-Benzylpiperidino)-4'-hydroxy-3'-methylpropiophenone). Reaction SMILES: Br[CH:2]([CH3:13])[C:3]([C:5]1[CH:10]=[CH:9][C:8]([OH:11])=[C:7]([CH3:12])[CH:6]=1)=[O:4].[CH2:14]([CH:21]1[CH2:26][CH2:25][NH:24][CH2:23][CH2:22]1)[C:15]1[CH:20]=[CH:19][CH:18]=[CH:17][CH:16]=1.C(=O)([O-])[O-].[Na+].[Na+]>C(O)C>[CH2:14]([CH:21]1[CH2:26][CH2:25][N:24]([CH:2]([CH3:13])[C:3]([C:5]2[CH:10]=[CH:9][C:8]([OH:11])=[C:7]([CH3:12])[CH:6]=2)=[O:4])[CH2:23][CH2:22]1)[C:15]1[CH:20]=[CH:19][CH:18]=[CH:17][CH:16]=1 |f:2.3.4|. Reported procedure: 12.15 g (0.05 mol) of 2-bromo-4'-hydroxy-3'-methylpropiophenone are dissolved in 25 ml of ethanol, 8.75 g (0.05 mol) of 4-benzylpiperidine diluted in 25 ml of ethanol, and then 5.4 g (0.05 mol) of sodium carbonate, are added and the mixture is heated under reflux for 1 and a half hours. The solvent is driven off and the residue is chromatographed on 100 g of silica using acetone as the eluant. This gives 18.4 g of a thick oil, which is used as such. Reactants: NC1=C(C=C(C(=O)OC)C=C1O)Br (methyl 4-amino-3-bromo-5-hydroxybenzoate), FC1=CC=C(C=C1)B(O)O ((4-fluorophenyl)-boronic acid), [Na+].[Na+].[Na+].P(C=1C=C(C=CC1)S(=O)(=O)[O-])(C=1C=C(C=CC1)S(=O)(=O)[O-])C=1C=C(C=CC1)S(=O)(=O)[O-] (3,3′,3″-phosphinidynetris (benzensulfonic acid) trisodium salt), C(C)(C)NC(C)C (diisopropylamine). The reagents and catalysts are C(C)(=O)[O-].[Pd+2].C(C)(=O)[O-] (palladium(II) acetate). Run in O (water), CN(C=O)C (N,N-dimethylformamide), C(C)(=O)OCC (ethyl acetate). Reaction conditions: temperature 80 celsius, time 18 hour. Product: NC1=C(C=C(C=C1C1=CC=C(C=C1)F)C(=O)OC)O (Methyl 6-amino-4′-fluoro-5-hydroxybiphenyl-3-carboxylate). Yield: 25.5%. As a reaction SMILES: [NH2:1][C:2]1[C:11]([OH:12])=[CH:10][C:5]([C:6]([O:8][CH3:9])=[O:7])=[CH:4][C:3]=1Br.[F:14][C:15]1[CH:20]=[CH:19][C:18](B(O)O)=[CH:17][CH:16]=1.[Na+].[Na+].[Na+].P(C1C=C(S([O-])(=O)=O)C=CC=1)(C1C=C(S([O-])(=O)=O)C=CC=1)C1C=C(S([O-])(=O)=O)C=CC=1.C(NC(C)C)(C)C>C([O-])(=O)C.[Pd+2].C([O-])(=O)C.C(OCC)(=O)C.O.CN(C)C=O>[NH2:1][C:2]1[C:3]([C:18]2[CH:19]=[CH:20][C:15]([F:14])=[CH:16][CH:17]=2)=[CH:4][C:5]([C:6]([O:8][CH3:9])=[O:7])=[CH:10][C:11]=1[OH:12] |f:2.3.4.5,7.8.9|. Procedure: To a mixture of methyl 4-amino-3-bromo-5-hydroxybenzoate (1.0 g, 4.06 mmol), (4-fluorophenyl)-boronic acid (0.85 g, 6.1 mmol), 3,3′,3″-phosphinidynetris (benzensulfonic acid) trisodium salt (195.0 mg, 0.31 mmol), palladium(II) acetate (23.0 mg, 0.10 mmol) and diisopropylamine (0.58 mL, 4.06 mmol) were added N,N-dimethylformamide (15.2 mL) and water (5.1 mL). The mixture was heated to 80° C. After 18 h, the mixture was cooled to ambient temperature and ethyl acetate was added. The organic layer w... The reactants are [OH-].[Ca+2].[OH-] (calcium hydroxide), O[C@@H](C[N+](C)(C)C)CC([O-])=O (L-Carnitine), C(CCC)(=O)O (butyric acid), O (water). The solvent is CO (methanol). Reaction conditions: time 15 minute. Product: C(CCC)(=O)[O-].[Ca+2].O[C@@H](C[N+](C)(C)C)CC([O-])=O.C(CCC)(=O)[O-] (L-carnitine calcium butyrate). Isolated yield 90.0%. As a reaction SMILES: [OH:1][C@H:2]([CH2:8][C:9](=[O:11])[O-:10])[CH2:3][N+:4]([CH3:7])([CH3:6])[CH3:5].[C:12]([OH:17])(=[O:16])[CH2:13][CH2:14][CH3:15].O.[OH-].[Ca+2:20].[OH-]>CO>[C:9]([O-:11])(=[O:10])[CH2:8][CH2:2][CH3:3].[Ca+2:20].[OH:1][C@H:2]([CH2:8][C:9](=[O:10])[O-:11])[CH2:3][N+:4]([CH3:7])([CH3:5])[CH3:6].[C:12]([O-:17])(=[O:16])[CH2:13][CH2:14][CH3:15] |f:3.4.5,7.8.9.10|. Reported procedure: L-Carnitine (0.5 g, 0.003 mol) and butyric acid (0.54 g, 0.006 mol) were added to 5 mL of water and 1 mL of methanol. To the resulting solution was added calcium hydroxide (0.22 g, 0.003 mol). The resulting slurry clarified during 15 minutes of stirring at room temperature. After continued stirring at room temperature for four hr, the solution was filtered, and the filtrate was concentrated to dryness under vacuum at bath temperatures that were less than about 70° C. The solid, L-carnitine calci... The product is Cc1c(NC(=O)NC2CC2)ccc(Oc2ccnc3cc(OCc4ccccc4)c(C#N)cc23)c1C. Reaction SMILES: [CH3:50][CH2:51][O:52][C:53](=[O:54])[CH3:55].[CH3:5][N:6]([CH3:7])[CH:8]=[O:9].[CH:1]1([NH2:4])[CH2:2][CH2:3]1.[OH2:49].[c:10]1([O:16][C:17](=[O:11])[NH:18][c:19]2[c:20]([CH3:47])[c:21]([CH3:46])[c:22]([O:25][c:26]3[cH:27][cH:28][n:29][c:30]4[cH:31][c:32]([O:38][CH2:39][c:40]5[cH:41][cH:42][cH:43][cH:44][cH:45]5)[c:33]([C:36]#[N:37])[cH:34][c:35]34)[cH:23][cH:24]2)[cH:12][cH:13][cH:14][cH:15][cH:48]1>>[CH:1]1([NH:4][C:17](=[O:16])[NH:18][c:19]2[c:20]([CH3:47])[c:21]([CH3:46])[c:22]([O:25][c:26]3[cH:27][cH:28][n:29][c:30]4[cH:31][c:32]([O:38][CH2:39][c:40]5[cH:41][cH:42][cH:43][cH:44][cH:45]5)[c:33]([C:36]#[N:37])[cH:34][c:35]34)[cH:23][cH:24]2)[CH2:2][CH2:3]1. Reactants: CCOC(C)=O, CN(C)C=O, NC1CC1, O, Cc1c(NC(=O)Oc2ccccc2)ccc(Oc2ccnc3cc(OCc4ccccc4)c(C#N)cc23)c1C. Starting materials: CC(C)(C)[NH-], CSc1nc(-c2cccc(N)c2)c2c(N)c(C(=O)O)ccc2n1. The product is CSc1nc(-c2cccc(N)c2)c2c(N)c(C(=O)NC(C)(C)C)ccc2n1. As a reaction SMILES: [C:24]([CH3:25])([CH3:26])([CH3:27])[NH-:28].[NH2:1][c:2]1[c:3]2[c:4](-[c:17]3[cH:18][c:19]([NH2:23])[cH:20][cH:21][cH:22]3)[n:5][c:6]([S:15][CH3:16])[n:7][c:8]2[cH:9][cH:10][c:11]1[C:12](=[O:13])[OH:14]>>[NH2:1][c:2]1[c:3]2[c:4](-[c:17]3[cH:18][c:19]([NH2:23])[cH:20][cH:21][cH:22]3)[n:5][c:6]([S:15][CH3:16])[n:7][c:8]2[cH:9][cH:10][c:11]1[C:12](=[O:14])[NH:28][C:24]([CH3:25])([CH3:26])[CH3:27]. Reactants: COc1cc(C(=O)N2CCCCC2C=O)c([N+](=O)[O-])cc1OCc1ccccc1, C1CCOC1, CO, [Na+], [Na+], C1COCCO1, O, O=S([O-])S(=O)[O-]. Yields the product COc1cc2c(cc1OCc1ccccc1)N=CC1CCCCN1C2=O. Reaction SMILES: [CH2:1]([c:2]1[cH:3][cH:4][cH:5][cH:6][cH:7]1)[O:8][c:9]1[cH:10][c:11]([N+:27]([O-:28])=[O:29])[c:12]([C:13](=[O:14])[N:15]2[CH:16]([CH:21]=[O:22])[CH2:17][CH2:18][CH2:19][CH2:20]2)[cH:23][c:24]1[O:25][CH3:26].[CH2:30]1[O:31][CH2:32][CH2:33][CH2:34]1.[CH3:44][OH:45].[Na+:42].[Na+:43].[O:46]1[CH2:47][CH2:48][O:49][CH2:50][CH2:51]1.[OH2:35].[S:36]([S:37]([O-:38])=[O:39])([O-:40])=[O:41]>>[CH2:1]([c:2]1[cH:3][cH:4][cH:5][cH:6][cH:7]1)[O:8][c:9]1[cH:10][c:11]2[c:12]([cH:23][c:24]1[O:25][CH3:26])[C:13](=[O:14])[N:15]1[CH:16]([CH2:17][CH2:18][CH2:19][CH2:20]1)[CH:21]=[N:27]2. Starting materials: CC1=CC(=NC=C1)C=O (4-methyl-2-pyridinecarbaldehyde), N1CCC(CC1)NC(C(C1=CC=CC=C1)(O)C1CCCC1)=O (N-(piperidin-4-yl)-2-cyclopentyl-2-hydroxy-2-phenylacetamide), C(O)([O-])=O.[Na+] (sodium hydrogencarbonate), C(C)(=O)O[BH-](OC(C)=O)OC(C)=O.[Na+] (sodium triacetoxyborohydride). The solvent is ClC(C)Cl (dichloroethane), C(C)(=O)O (acetic acid). The product is CC1=CC(=NC=C1)CN1CCC(CC1)NC(C(C1=CC=CC=C1)(O)C1CCCC1)=O (N-[1-(4-methyl-2-pyridylmethyl)piperidin-4-yl]-2-cyclopentyl-2-hydroxy-2-phenylacetamide). As a reaction SMILES: [CH3:1][C:2]1[CH:7]=[CH:6][N:5]=[C:4]([CH:8]=O)[CH:3]=1.[NH:10]1[CH2:15][CH2:14][CH:13]([NH:16][C:17](=[O:31])[C:18]([CH:26]2[CH2:30][CH2:29][CH2:28][CH2:27]2)([OH:25])[C:19]2[CH:24]=[CH:23][CH:22]=[CH:21][CH:20]=2)[CH2:12][CH2:11]1.C(O[BH-](OC(=O)C)OC(=O)C)(=O)C.[Na+].C(=O)([O-])O.[Na+]>ClC(Cl)C.C(O)(=O)C>[CH3:1][C:2]1[CH:7]=[CH:6][N:5]=[C:4]([CH2:8][N:10]2[CH2:11][CH2:12][CH:13]([NH:16][C:17](=[O:31])[C:18]([CH:26]3[CH2:27][CH2:28][CH2:29][CH2:30]3)([OH:25])[C:19]3[CH:20]=[CH:21][CH:22]=[CH:23][CH:24]=3)[CH2:14][CH2:15]2)[CH:3]=1 |f:2.3,4.5|. Reported procedure: 75 Milligrams of 4-methyl-2-pyridinecarbaldehyde, 58.3 mg of N-(piperidin-4-yl)-2-cyclopentyl-2-hydroxy-2-phenylacetamide and 12 mg of acetic acid were dissolved in 10 ml of dichloroethane. To the solution 68 mg of sodium triacetoxyborohydride was added at room temperature, followed by an hour's stirring at the same temperature. The reaction mixture was poured into saturated aqueous sodium hydrogencarbonate solution, extracted with chloroform, dried over anhydrous magnesium sulfate and removed o...